This data is from the Open Reaction Database (ORD), a public repository of structured organic reaction records. The task is: describe an organic reaction: reactants, conditions, products, and yield Reactants: C1CCC2=NCCCN2CC1, CC(C)CCNC(=O)c1ccc(N2CCNCC2)nn1, CCN=C=NCCCN(C)C, CCOC(C)=O, O=C(O)c1cc(Cl)ccc1Cl, CN(C)C=O. The product is CC(C)CCNC(=O)c1ccc(N2CCN(C(=O)c3cc(Cl)ccc3Cl)CC2)nn1. As a reaction SMILES: [CH2:32]1[CH2:33][CH2:34][C:35]2=[N:40][CH2:39][CH2:38][CH2:37][N:36]2[CH2:41][CH2:42]1.[CH3:1][CH:2]([CH2:3][CH2:4][NH:5][C:6](=[O:7])[c:8]1[n:9][n:10][c:11]([N:14]2[CH2:15][CH2:16][NH:17][CH2:18][CH2:19]2)[cH:12][cH:13]1)[CH3:20].[CH3:43][N:44]([CH3:45])[CH2:46][CH2:47][CH2:48][N:49]=[C:50]=[N:51][CH2:52][CH3:53].[CH3:59][CH2:60][O:61][C:62]([CH3:63])=[O:64].[Cl:21][c:22]1[c:23]([C:24](=[O:25])[OH:26])[cH:27][c:28]([Cl:31])[cH:29][cH:30]1.[O:54]=[CH:55][N:56]([CH3:57])[CH3:58]>>[CH3:1][CH:2]([CH2:3][CH2:4][NH:5][C:6](=[O:7])[c:8]1[n:9][n:10][c:11]([N:14]2[CH2:15][CH2:16][N:17]([C:24]([c:23]3[c:22]([Cl:21])[cH:30][cH:29][c:28]([Cl:31])[cH:27]3)=[O:25])[CH2:18][CH2:19]2)[cH:12][cH:13]1)[CH3:20]. The reactants are CC[Mg+].[Br-] (EtMgBr), BrC1=CC(=C(C(=O)OC)C=C1)C (methyl 4-bromo-2-methylbenzoate), BrC1=CC(=C(C(=O)OC)C=C1)C (methyl 4-bromo-2-methylbenzoate). The reagents and catalysts are C1=CC=C(C=C1)P([C-]2C=CC=C2)C3=CC=CC=C3.C1=CC=C(C=C1)P([C-]2C=CC=C2)C3=CC=CC=C3.Cl[Pd]Cl.[Fe+2] (Pd(dppf)Cl2), [Zn+2].[Br-].[Br-] (ZnBr2). Run in O1CCCC1 (tetrahydrofuran), O1CCCC1 (tetrahydrofuran). Reaction conditions: temperature -78 celsius, time 30 minute. Yields the product C(C)C1=CC(=C(C(=O)OC)C=C1)C (methyl 4-ethyl-2-methylbenzoate). The yield is 84.0%. Reaction SMILES: [CH3:1][CH2:2][Mg+].[Br-].Br[C:6]1[CH:15]=[CH:14][C:9]([C:10]([O:12][CH3:13])=[O:11])=[C:8]([CH3:16])[CH:7]=1>O1CCCC1.[Zn+2].[Br-].[Br-].C1C=CC(P(C2C=CC=CC=2)[C-]2C=CC=C2)=CC=1.C1C=CC(P(C2C=CC=CC=2)[C-]2C=CC=C2)=CC=1.Cl[Pd]Cl.[Fe+2]>[CH2:1]([C:6]1[CH:15]=[CH:14][C:9]([C:10]([O:12][CH3:13])=[O:11])=[C:8]([CH3:16])[CH:7]=1)[CH3:2] |f:0.1,4.5.6,7.8.9.10|. Procedure: To a stirred mixture of ZnBr2 (4.50 g, 20.0 mmol, 2.00 equiv) in tetrahydrofuran (50 mL) under nitrogen at 0° C. was added EtMgBr (6.6 mL, 2.00 equiv, 3M in THF) dropwise. After stiffing for 30 min at 0° C., the temperature was lowered to −78° C. and Pd(dppf)Cl2 (1.08 g, 1.48 mmol, 0.30 equiv) was added followed by a solution of methyl 4-bromo-2-methylbenzoate (compound 152.1, 2.30 g, 10.0 mmol, 1.00 equiv) in tetrahydrofuran (20 mL). The resulting mixture was stirred for 30 min at −78° C., warm... The reactants are C(C1=CC=CC=C1)OC(NC1=CC(=C(C=C1)OC1=CC(=NC=C1)NC(=O)N(C1CCN(CC1)C)C)F)=O ((3-fluoro-4-{2-[3-methyl-3-(1-methylpiperidin-4-yl)ureido]pyridin-4-yloxy}phenyl)carbamic acid benzyl ester), [H][H] (hydrogen). The reagents and catalysts are [C].[Pd] (palladium-carbon). The solvent is O1CCCC1 (tetrahydrofuran), CO (methanol). Run at time 5 hour. Product: crude product, NC1=CC(=C(OC2=CC(=NC=C2)NC(N(C2CCN(CC2)C)C)=O)C=C1)F (3-[4-(4-Amino-2-fluorophenoxy)pyridin-2-yl]-1-methyl-1-(1-methylpiperidin-4-yl)urea). Isolated yield 100.1%. As a reaction SMILES: C(OC(=O)[NH:10][C:11]1[CH:16]=[CH:15][C:14]([O:17][C:18]2[CH:23]=[CH:22][N:21]=[C:20]([NH:24][C:25]([N:27]([CH3:35])[CH:28]3[CH2:33][CH2:32][N:31]([CH3:34])[CH2:30][CH2:29]3)=[O:26])[CH:19]=2)=[C:13]([F:36])[CH:12]=1)C1C=CC=CC=1.[H][H]>O1CCCC1.CO.[C].[Pd]>[NH2:10][C:11]1[CH:16]=[CH:15][C:14]([O:17][C:18]2[CH:23]=[CH:22][N:21]=[C:20]([NH:24][C:25](=[O:26])[N:27]([CH3:35])[CH:28]3[CH2:29][CH2:30][N:31]([CH3:34])[CH2:32][CH2:33]3)[CH:19]=2)=[C:13]([F:36])[CH:12]=1 |f:4.5|. Reported procedure: After dissolving (3-fluoro-4-{2-[3-methyl-3-(1-methylpiperidin-4-yl)ureido]pyridin-4-yloxy}phenyl)carbamic acid benzyl ester (38.7 mg) in tetrahydrofuran (1.5 ml) and methanol (1.5 ml), 10% palladium-carbon (16 mg) was added under a nitrogen atmosphere. The atmosphere in the reaction vessel was replaced with hydrogen, and the mixture was stirred for 5 hours at room temperature. The catalyst was filtered and then washed with methanol. The filtrate was concentrated under reduced pressure to provid... The reactants are C1(CCCCC1)N(C(=S)Cl)C1CCCCC1 (dicyclohexyl-thiocarbamoyl chloride), ON1C(C=2C(C1=O)=CC=CC2)=O (N-hydroxyphthalimide). Yields the product O=C1N(C(C2=CC=CC=C12)=O)OC(N(C1CCCCC1)C1CCCCC1)=S (dicyclohexyl-thiocarbamic acid —O-(1,3-dioxo-1,3-dihydro-isoindol-2-yl) ester). Reaction SMILES: [CH:1]1([N:7]([CH:11]2[CH2:16][CH2:15][CH2:14][CH2:13][CH2:12]2)[C:8](Cl)=[S:9])[CH2:6][CH2:5][CH2:4][CH2:3][CH2:2]1.[OH:17][N:18]1[C:22](=[O:23])[C:21]2=[CH:24][CH:25]=[CH:26][CH:27]=[C:20]2[C:19]1=[O:28]>>[O:28]=[C:19]1[C:20]2[C:21](=[CH:24][CH:25]=[CH:26][CH:27]=2)[C:22](=[O:23])[N:18]1[O:17][C:8](=[S:9])[N:7]([CH:11]1[CH2:16][CH2:15][CH2:14][CH2:13][CH2:12]1)[CH:1]1[CH2:6][CH2:5][CH2:4][CH2:3][CH2:2]1. Procedure details: This compound was prepared in analogy to example 8 starting from 24.94 g (0.096 mol) of dicyclohexyl-thiocarbamoyl chloride (prepared as described in (Chem. Ber., 101, (1968), 113) and N-hydroxyphthalimide. Yield 9.65 g of white crystals after recrystallization from hexane, mp. 148-150° C. The reactants are Cl.N[C@H]1[C@@H](C1)C1=CC=C(C=C1)NC(C1=CC(=CC=C1)Br)=O (N-[4-(trans-2-aminocyclopropyl)phenyl]-3-bromobenzamide hydrochloride), COC=1C=C(C=O)C=CC1OC (3,4-dimethoxybenzaldehyde), C(O)([O-])=O.[Na+] (sodium hydrogen carbonate), [BH4-].[Na+] (sodium borohydride). Solvent: CO (methanol), O (water). Run at temperature 70 celsius, time 1 hour. Yields the product BrC=1C=C(C(=O)NC2=CC=C(C=C2)[C@H]2[C@@H](C2)NCC2=CC(=C(C=C2)OC)OC)C=CC1 (3-bromo-N-(4-{trans-2-[(3,4-dimethoxybenzyl)amino]cyclopropyl}phenyl)benzamide). Isolated yield 42.2%. Reaction SMILES: Cl.[NH2:2][C@@H:3]1[CH2:5][C@H:4]1[C:6]1[CH:11]=[CH:10][C:9]([NH:12][C:13](=[O:21])[C:14]2[CH:19]=[CH:18][CH:17]=[C:16]([Br:20])[CH:15]=2)=[CH:8][CH:7]=1.[CH3:22][O:23][C:24]1[CH:25]=[C:26]([CH:29]=[CH:30][C:31]=1[O:32][CH3:33])[CH:27]=O.C(=O)([O-])O.[Na+].[BH4-].[Na+]>CO.O>[Br:20][C:16]1[CH:15]=[C:14]([CH:19]=[CH:18][CH:17]=1)[C:13]([NH:12][C:9]1[CH:10]=[CH:11][C:6]([C@@H:4]2[CH2:5][C@H:3]2[NH:2][CH2:27][C:26]2[CH:29]=[CH:30][C:31]([O:32][CH3:33])=[C:24]([O:23][CH3:22])[CH:25]=2)=[CH:7][CH:8]=1)=[O:21] |f:0.1,3.4,5.6|. Procedure: To a solution of N-[4-(trans-2-aminocyclopropyl)phenyl]-3-bromobenzamide hydrochloride (80 mg) in methanol (2 mL) were added 3,4-dimethoxybenzaldehyde (36.2 mg) and sodium hydrogen carbonate (27.4 mg). The mixture was stirred at 70° C. for 1 hr, and ice-cooled to 0° C. and sodium borohydride (12.4 mg) was added. The mixture was stirred for 1 hr and water was added. The mixture was extracted with ethyl acetate, and the extract was washed with saturated brine and dried over anhydrous sodium sulfat... Reactants: O=C([O-])[O-], CC(=O)OCCCCBr, CN(C)C=O, Cl, [K+], [K+], O, c1cc(N2CCNCC2)c2ccsc2c1. The product is CC(=O)OCCCCN1CCN(c2cccc3sccc23)CC1. As a reaction SMILES: [C:17](=[O:18])([O-:19])[O-:20].[C:23]([CH3:24])(=[O:25])[O:26][CH2:27][CH2:28][CH2:29][CH2:30][Br:31].[CH3:33][N:34]([CH3:35])[CH:36]=[O:37].[ClH:1].[K+:21].[K+:22].[OH2:32].[s:2]1[c:3]2[c:4]([cH:5][cH:6]1)[c:7]([N:11]1[CH2:12][CH2:13][NH:14][CH2:15][CH2:16]1)[cH:8][cH:9][cH:10]2>>[s:2]1[c:3]2[c:4]([cH:5][cH:6]1)[c:7]([N:11]1[CH2:12][CH2:13][N:14]([CH2:30][CH2:29][CH2:28][CH2:27][O:26][C:23]([CH3:24])=[O:25])[CH2:15][CH2:16]1)[cH:8][cH:9][cH:10]2. The reactants are BrC=1C=C(C=NC1)CC(=O)N1CC2=CC(=CC=C2CC1)C1=NC(=NC(=C1)N1CCN(CC1)C)N (4-{2-[(5-bromopyridin-3-yl)acetyl]-1,2,3,4-tetrahydroisoquinolin-7-yl}-6-(4-methylpiperazin-1-yl)pyrimidin-2-amine), CN1C(CCC1)=O (N-methylpyrrolidinone), N (NH3). The reagents and catalysts are [C-]#N.[Zn+2].[C-]#N (zinc cyanide), CC(C)([P](C(C)(C)C)([Pd][P](C(C)(C)C)(C(C)(C)C)C(C)(C)C)C(C)(C)C)C (bis(tri-t-butylphosphine)palladium), [Zn] (zinc). Run at temperature 135 celsius. Product: NC1=NC(=CC(=N1)C1=CC=C2CCN(CC2=C1)C(CC=1C=NC=C(C#N)C1)=O)N1CCN(CC1)C (5-{2-[7-[2-amino-6-(4-methylpiperazin-1-yl)pyrimidin-4-yl]-3,4-dihydroisoquinolin-2(1H)-yl]-2-oxoethyl}nicotinonitrile). As a reaction SMILES: Br[C:2]1[CH:3]=[C:4]([CH2:8][C:9]([N:11]2[CH2:20][CH2:19][C:18]3[C:13](=[CH:14][C:15]([C:21]4[CH:26]=[C:25]([N:27]5[CH2:32][CH2:31][N:30]([CH3:33])[CH2:29][CH2:28]5)[N:24]=[C:23]([NH2:34])[N:22]=4)=[CH:16][CH:17]=3)[CH2:12]2)=[O:10])[CH:5]=[N:6][CH:7]=1.[CH3:35][N:36]1CCCC1=O.N>[C-]#N.[Zn+2].[C-]#N.CC(C)([P](C(C)(C)C)([Pd][P](C(C)(C)C)(C(C)(C)C)C(C)(C)C)C(C)(C)C)C.[Zn]>[NH2:34][C:23]1[N:22]=[C:21]([C:15]2[CH:14]=[C:13]3[C:18]([CH2:19][CH2:20][N:11]([C:9](=[O:10])[CH2:8][C:4]4[CH:5]=[N:6][CH:7]=[C:2]([CH:3]=4)[C:35]#[N:36])[CH2:12]3)=[CH:17][CH:16]=2)[CH:26]=[C:25]([N:27]2[CH2:32][CH2:31][N:30]([CH3:33])[CH2:29][CH2:28]2)[N:24]=1 |f:3.4.5,^1:50,56|. Procedure details: A degassed mixture of 4-{2-[(5-bromopyridin-3-yl)acetyl]-1,2,3,4-tetrahydroisoquinolin-7-yl}-6-(4-methylpiperazin-1-yl)pyrimidin-2-amine (20 mg, 0.04 mmol), zinc cyanide (7 mg, 0.06 mmol), bis(tri-t-butylphosphine)palladium (1 mg, 0.002 mmol) and zinc (0.4 mg, 0.006 mmol) powder in anhydrous N-methylpyrrolidinone (0.1 mL, 1 mmol) was heated at 135° C. for 18 h. The mixture was adjusted to pH=10 with aqueous NH3, filtered, washed with MeOH, and purified by RP-LCMS (pH=10) to afford the desire pro... Starting materials: NC1=C(C(=C2C(=N1)OC1=CC=C(C=C1C2)[N+](=O)[O-])N)C#N (2,4-diamino-7-nitro-5H-chromeno[2,3-b]pyridine-3-carbonitrile). The reagents and catalysts are [Pd] (Pd/C). The solvent is CN(C)C=O (DMF). Yields the product NC1=C(C(=C2C(=N1)OC1=CC=C(C=C1C2)N)N)C#N (2,4,7-triamino-5H-chromeno[2,3-b]pyridine-3-carbonitrile). Yield: 79.0%. RXN SMILES: [NH2:1][C:2]1[N:7]=[C:6]2[O:8][C:9]3[C:14]([CH2:15][C:5]2=[C:4]([NH2:19])[C:3]=1[C:20]#[N:21])=[CH:13][C:12]([N+:16]([O-])=O)=[CH:11][CH:10]=3>CN(C=O)C.[Pd]>[NH2:1][C:2]1[N:7]=[C:6]2[O:8][C:9]3[C:14]([CH2:15][C:5]2=[C:4]([NH2:19])[C:3]=1[C:20]#[N:21])=[CH:13][C:12]([NH2:16])=[CH:11][CH:10]=3. Reported procedure: A mixture of 2,4-diamino-7-nitro-5H-chromeno[2,3-b]pyridine-3-carbonitrile, produced as described above, (0.55 mmol, 155 mg) and Pd/C (35 mg, 10% on activated carbon) in DMF (15 mL) was stirred under an atmosphere of hydrogen (balloon) for 3.5 hours. The catalyst was removed by filtration using a plug of celite. The filtrated was concentrated in vacuo and the residue was triturated with methanol to give 2,4,7-triamino-5H-chromeno[2,3-b]pyridine-3-carbonitrile as a grey solid (109 mg, 79% yield)....